This data is from the Open Reaction Database (ORD), a public repository of structured organic reaction records. The task is: describe an organic reaction: reactants, conditions, products, and yield The reactants are [Li]CCCC, CI, COc1cc(C)c(C(O)c2c(Br)cncc2Br)c(OC)c1OC, C1CCOC1, O. The product is COc1cc(C)c(C(O)c2c(C)cncc2Br)c(OC)c1OC. As a reaction SMILES: [CH2:29]([Li:30])[CH2:31][CH2:32][CH3:33].[CH3:34][I:35].[CH3:6][O:7][c:8]1[c:9]([CH:19]([OH:20])[c:21]2[c:22]([Br:28])[cH:23][n:24][cH:25][c:26]2[Br:27])[c:10]([CH3:18])[cH:11][c:12]([O:16][CH3:17])[c:13]1[O:14][CH3:15].[O:1]1[CH2:2][CH2:5][CH2:4][CH2:3]1.[OH2:36]>>[CH3:2][c:22]1[c:21]([CH:19]([c:9]2[c:8]([O:7][CH3:6])[c:13]([O:14][CH3:15])[c:12]([O:16][CH3:17])[cH:11][c:10]2[CH3:18])[OH:20])[c:26]([Br:27])[cH:25][n:24][cH:23]1.